Dataset: the Open Reaction Database (ORD), a public repository of structured organic reaction records. Task: describe an organic reaction: reactants, conditions, products, and yield Starting materials: CCO, [Cl-], O=C(O)c1cn(-c2ccccc2)nc1-c1ccc([N+](=O)[O-])o1, O, NNc1ccccc1, c1ccccc1, c1ccncc1. The product is O=C(NNc1ccccc1)c1cn(-c2ccccc2)nc1-c1ccc([N+](=O)[O-])o1. RXN SMILES: [CH2:33]([OH:34])[CH3:35].[Cl-:1].[N+:2](=[O:3])([O-:4])[c:5]1[cH:6][cH:7][c:8](-[c:10]2[n:11][n:12](-[c:18]3[cH:19][cH:20][cH:21][cH:22][cH:23]3)[cH:13][c:14]2[C:15](=[O:16])[OH:17])[o:9]1.[OH2:32].[c:24]1([NH:30][NH2:31])[cH:25][cH:26][cH:27][cH:28][cH:29]1.[cH:36]1[cH:37][cH:38][cH:39][cH:40][cH:41]1.[cH:42]1[cH:43][cH:44][n:45][cH:46][cH:47]1>>[N+:2](=[O:3])([O-:4])[c:5]1[cH:6][cH:7][c:8](-[c:10]2[n:11][n:12](-[c:18]3[cH:19][cH:20][cH:21][cH:22][cH:23]3)[cH:13][c:14]2[C:15](=[O:17])[NH:31][NH:30][c:24]2[cH:25][cH:26][cH:27][cH:28][cH:29]2)[o:9]1. The reactants are CN(C)CC1=C(C=C(S1)CS)C (5-(dimethylamino)methyl-2-mercaptomethyl-4-methylthiophene), C1CN1 (ethyleneimine), COC=1C=C(C=CC1)C1CNC(O1)=C[N+](=O)[O-] (5-(3-methoxyphenyl)-2-nitromethyleneoxazolidine). Solvent: CO (methanol), CO (methanol), C(Cl)Cl (methylene chloride), CO (methanol). Run at time 5 hour. The product is CN(C)CC1=C(C=C(S1)CSCCNC(=C[N+](=O)[O-])NCC(O)C1=CC(=CC=C1)OC)C (N-{2-[[5-(dimethylamino)methyl-4-methyl-2-thienyl]methylthio]ethyl}-N'-[2-(3-methoxyphenyl)-2-hydroxyethyl]-2-nitro-1,1-ethenediamine). Isolated yield 83.8%. As a reaction SMILES: [CH3:1][O:2][C:3]1[CH:4]=[C:5]([CH:9]2[O:13][C:12](=[CH:14][N+:15]([O-:17])=[O:16])[NH:11][CH2:10]2)[CH:6]=[CH:7][CH:8]=1.[CH3:18][N:19]([CH2:21][C:22]1[S:26][C:25]([CH2:27][SH:28])=[CH:24][C:23]=1[CH3:29])[CH3:20].[CH2:30]1[NH:32][CH2:31]1>C(Cl)Cl.CO>[CH3:20][N:19]([CH2:21][C:22]1[S:26][C:25]([CH2:27][S:28][CH2:30][CH2:31][NH:32][C:12]([NH:11][CH2:10][CH:9]([C:5]2[CH:6]=[CH:7][CH:8]=[C:3]([O:2][CH3:1])[CH:4]=2)[OH:13])=[CH:14][N+:15]([O-:17])=[O:16])=[CH:24][C:23]=1[CH3:29])[CH3:18]. Procedure details: In a mixed solvent of 20 ml of methylene chloride and 10 ml of methanol was dissolved 2.4 g of 5-(3-methoxyphenyl)-2-nitromethyleneoxazolidine at room temperature, and a solution of 2.0 g of 5-(dimethylamino)methyl-2-mercaptomethyl-4-methylthiophene in 5 ml of methanol was added thereto in a nitrogen atmosphere. Then, the solution of 0.5 g of ethyleneimine in 5 ml of methanol was added dropwise at the same temperature over a period of 10 minutes. After addition, the resulting solution was subjec... The reactants are ClCCCC(=O)OC[C@H](OC(NC)=O)COCCCCCCCCCCCCCCCCCC ((R)-1-O-(4-chloro-butyryl)-2-O-(methylcarbamoyl)-3-O-octadecylglycerine), N1=CC=CC=C1 (pyridine). Product: [Cl-].CNC(=O)O[C@@H](COC(=O)CCC[N+]1=CC=CC=C1)COCCCCCCCCCCCCCCCCCC (1-[3-[[(R)-2-[(methylcarbamoyl)oxy]-3-(octadecyloxy)propoxy]carbonyl]-propyl]pyridinium chloride). Reaction SMILES: [Cl:1][CH2:2][CH2:3][CH2:4][C:5]([O:7][CH2:8][C@@H:9]([CH2:15][O:16][CH2:17][CH2:18][CH2:19][CH2:20][CH2:21][CH2:22][CH2:23][CH2:24][CH2:25][CH2:26][CH2:27][CH2:28][CH2:29][CH2:30][CH2:31][CH2:32][CH2:33][CH3:34])[O:10][C:11](=[O:14])[NH:12][CH3:13])=[O:6].[N:35]1[CH:40]=[CH:39][CH:38]=[CH:37][CH:36]=1>>[Cl-:1].[CH3:13][NH:12][C:11]([O:10][C@H:9]([CH2:15][O:16][CH2:17][CH2:18][CH2:19][CH2:20][CH2:21][CH2:22][CH2:23][CH2:24][CH2:25][CH2:26][CH2:27][CH2:28][CH2:29][CH2:30][CH2:31][CH2:32][CH2:33][CH3:34])[CH2:8][O:7][C:5]([CH2:4][CH2:3][CH2:2][N+:35]1[CH:40]=[CH:39][CH:38]=[CH:37][CH:36]=1)=[O:6])=[O:14] |f:2.3|. Reported procedure: A solution of 0.2 g of (R)-1-O-(4-chloro-butyryl)-2-O-(methylcarbamoyl)-3-O-octadecylglycerine in 10 ml of pyridine is heated to 80° C. for 16 hours. The solution is evaporated and the residue is treated with toluene by azeotropic distillation. The residue is recrystallized from ether. There is obtained 1-[3-[[(R)-2-[(methylcarbamoyl)oxy]-3-(octadecyloxy)propoxy]carbonyl]-propyl]pyridinium chloride of melting point 53°-60° C. (dec.). Starting materials: CCOC(=O)CCCCCCBr, [H-], [Na+], CN(C)C=O, O=C1Nc2ccccc2Sc2ccccc21. Yields the product CCOC(=O)CCCCCCN1C(=O)c2ccccc2Sc2ccccc21. Reaction SMILES: [Br:19][CH2:20][CH2:21][CH2:22][CH2:23][CH2:24][CH2:25][C:26](=[O:27])[O:28][CH2:29][CH3:30].[H-:17].[Na+:18].[O:31]=[CH:32][N:33]([CH3:34])[CH3:35].[cH:1]1[cH:2][cH:3][cH:4][c:5]2[c:6]1[C:7](=[O:16])[NH:8][c:9]1[c:10]([cH:12][cH:13][cH:14][cH:15]1)[S:11]2>>[cH:1]1[cH:2][cH:3][cH:4][c:5]2[c:6]1[C:7](=[O:16])[N:8]([CH2:20][CH2:21][CH2:22][CH2:23][CH2:24][CH2:25][C:26](=[O:27])[O:28][CH2:29][CH3:30])[c:9]1[c:10]([cH:12][cH:13][cH:14][cH:15]1)[S:11]2. The reactants are [OH-].[K+] (potassium hydroxide), FC(C1=CC(N(C=C1)C1=C(C=C(C=C1Cl)C(=O)OCC)Cl)=O)(F)F (4-trifluoromethyl-1-(2,6-dichloro-4-ethoxycarbonylphenyl)-2-pyridone), FC(C1=CC(N(C=C1)C1=C(C=C(C=C1Cl)C(=O)OCC)Cl)=O)(F)F (4-trifluoromethyl-1-(2,6-dichloro-4-ethoxycarbonylphenyl)-2-pyridone), C(C)O (ethanol). Reaction conditions: time 1 hour. Yields the product FC(C1=CC(N(C=C1)C1=C(C=C(C=C1Cl)C(=O)O)Cl)=O)(F)F (4-trifluoromethyl-1-(2,6-dichloro-4-carboxyphenyl)-2-pyridone). RXN SMILES: [OH-].[K+].[F:3][C:4]([F:26])([F:25])[C:5]1[CH:10]=[CH:9][N:8]([C:11]2[C:16]([Cl:17])=[CH:15][C:14]([C:18]([O:20]CC)=[O:19])=[CH:13][C:12]=2[Cl:23])[C:7](=[O:24])[CH:6]=1.C(O)C>>[F:26][C:4]([F:3])([F:25])[C:5]1[CH:10]=[CH:9][N:8]([C:11]2[C:16]([Cl:17])=[CH:15][C:14]([C:18]([OH:20])=[O:19])=[CH:13][C:12]=2[Cl:23])[C:7](=[O:24])[CH:6]=1 |f:0.1|. Procedure details: A solution of potassium hydroxide [51 g (1.1 mol) in 50 ml of water] was added to a stirred solution of 4-trifluoromethyl-1-(2,6-dichloro-4-ethoxycarbonylphenyl)-2-pyridone (Compound C) in ethanol [35 g (0.09 mol) in 500 ml of ethanol]. The reaction was stirred for one hour at room temperature. The ethanol mixture was removed in vacuo and the residue treated with dilute HCl and extracted with ethylacetate (2×300 ml). The combined organic portions, were washed well with water, dried over magnesiu... The reactants are FC1=CC=C(C=C1)C1=CC=C(C=C1)CN1C(C2=CC=C(C=C2CC1)OCC=NO)=O (α-[2-(4'-fluoro-4-biphenylylmethyl)-1-oxo-1,2,3,4-tetrahydroisoquinolin-6-yloxy]-acetaldehyde oxime), C(#N)[BH3-].[Na+] (sodium cyanoborohydride), C(=O)(O)[O-].[Na+] (NaHCO3), [OH-].[Na+] (NaOH). Solvent: C(C)(=O)O (acetic acid), C(Cl)Cl (CH2Cl2), O (H2O). Conditions: time 45 minute. The product is FC1=CC=C(C=C1)C1=CC=C(C=C1)CN1C(C2=CC=C(C=C2CC1)OCCNO)=O (2-(4'-fluoro-4-biphenylylmethyl)-6-[2-(N-hydroxyamino)ethoxy]-1-oxo-1,2,3,4-tetrahydroisoquinoline). As a reaction SMILES: [F:1][C:2]1[CH:7]=[CH:6][C:5]([C:8]2[CH:13]=[CH:12][C:11]([CH2:14][N:15]3[CH2:24][CH2:23][C:22]4[C:17](=[CH:18][CH:19]=[C:20]([O:25][CH2:26][CH:27]=[N:28][OH:29])[CH:21]=4)[C:16]3=[O:30])=[CH:10][CH:9]=2)=[CH:4][CH:3]=1.C([BH3-])#N.[Na+].[OH-].[Na+].C([O-])(O)=O.[Na+]>C(O)(=O)C.C(Cl)Cl.O>[F:1][C:2]1[CH:3]=[CH:4][C:5]([C:8]2[CH:13]=[CH:12][C:11]([CH2:14][N:15]3[CH2:24][CH2:23][C:22]4[C:17](=[CH:18][CH:19]=[C:20]([O:25][CH2:26][CH2:27][NH:28][OH:29])[CH:21]=4)[C:16]3=[O:30])=[CH:10][CH:9]=2)=[CH:6][CH:7]=1 |f:1.2,3.4,5.6|. Procedure details: To a solution of the above oxime (9 g, 22.28 mmol) in glacial acetic acid (50 ml) and CH2Cl2 (75 ml) is added sodium cyanoborohydride (1.7 g). The solution is stirred for 45 minutes at room temperature and subsequently diluted with H2O (200 ml). The resulting mixture is then neutralized with 5N NaOH and solid NaHCO3. The reaction mixture is extracted with EtOAc (2×200 ml) and the combined organic layers washed with saturated NaCl solution, dried over MgSO4, and concentrated in vacuo to yield 2-(...